Dataset: the Open Reaction Database (ORD), a public repository of structured organic reaction records. Task: describe an organic reaction: reactants, conditions, products, and yield Starting materials: Cc1cc(Br)ccc1-n1c(CC2CCN(C(=O)C3CC3)C2)n[nH]c1=O, C1COCCO1, CC1(C)OB(c2ccc3occc3c2)OC1(C)C, [K+], [K+], O=C([O-])[O-], O. Yields the product Cc1cc(-c2ccc3occc3c2)ccc1-n1c(CC2CCN(C(=O)C3CC3)C2)n[nH]c1=O. RXN SMILES: [Br:1][c:2]1[cH:3][c:4]([CH3:25])[c:5](-[n:8]2[c:9](=[O:24])[nH:10][n:11][c:12]2[CH2:13][CH:14]2[CH2:15][N:16]([C:19](=[O:20])[CH:21]3[CH2:22][CH2:23]3)[CH2:17][CH2:18]2)[cH:6][cH:7]1.[CH2:50]1[O:51][CH2:52][CH2:53][O:54][CH2:55]1.[CH3:26][C:27]1([CH3:28])[C:29]([CH3:30])([CH3:31])[O:32][B:33]([c:34]2[cH:35][cH:36][c:37]3[c:38]([cH:39][cH:40][o:41]3)[cH:42]2)[O:43]1.[K+:44].[K+:45].[O-:46][C:47]([O-:48])=[O:49].[OH2:56]>>[c:2]1(-[c:34]2[cH:35][cH:36][c:37]3[c:38]([cH:39][cH:40][o:41]3)[cH:42]2)[cH:3][c:4]([CH3:25])[c:5](-[n:8]2[c:9](=[O:24])[nH:10][n:11][c:12]2[CH2:13][CH:14]2[CH2:15][N:16]([C:19](=[O:20])[CH:21]3[CH2:22][CH2:23]3)[CH2:17][CH2:18]2)[cH:6][cH:7]1. Starting materials: CCCCOC12CCC(=O)C3(Cc4ccccc4)Oc4c(O)ccc5c4C31CCN(C)C2C5, CI, CC#N. Product: CCCCOC12CCC(=O)C3(Cc4ccccc4)Oc4c(O)ccc5c4C31CC[N+](C)(C)C2C5, [I-]. Reaction SMILES: [CH2:1]([c:2]1[cH:3][cH:4][cH:5][cH:6][cH:7]1)[C:8]12[C:9]34[c:10]5[c:11]([c:12]([OH:32])[cH:13][cH:14][c:15]5[CH2:16][CH:17]([C:18]3([O:23][CH2:24][CH2:25][CH2:26][CH3:27])[CH2:19][CH2:20][C:21]1=[O:22])[N:28]([CH3:31])[CH2:29][CH2:30]4)[O:33]2.[CH3:34][I:35].[CH3:36][C:37]#[N:38]>>[CH2:1]([c:2]1[cH:3][cH:4][cH:5][cH:6][cH:7]1)[C:8]12[C:9]34[c:10]5[c:11]([c:12]([OH:32])[cH:13][cH:14][c:15]5[CH2:16][CH:17]([C:18]3([O:23][CH2:24][CH2:25][CH2:26][CH3:27])[CH2:19][CH2:20][C:21]1=[O:22])[N+:28]([CH3:31])([CH3:34])[CH2:29][CH2:30]4)[O:33]2.[I-:35]. Reactants: BrCCSSCCBr (1-bromo-2-[(2-bromoethyl)disulphanyl]ethane), CN1C(CCC1)=O (N-methylpyrrolidone), N1=CC=C(C=C1)C (4-picoline), C(C)#N (acetonitrile). Run at temperature 85 celsius, time 4 hour. Yields the product [Br-].[Br-].S(SCC[N+]1=CC=C(C=C1)C)CC[N+]1=CC=C(C=C1)C (1,1′-(disulfanediyldiethane-2,1-diyl)bis(4-methylpyridinium) dibromide). Yield: 90.0%. As a reaction SMILES: [N:1]1[CH:6]=[CH:5][C:4]([CH3:7])=[CH:3][CH:2]=1.[Br:8][CH2:9][CH2:10][S:11][S:12][CH2:13][CH2:14]Br.[CH3:16][N:17]1[CH2:21][CH2:20][CH2:19][C:18]1=O.[C:23](#N)C>>[Br-:8].[Br-:8].[S:12]([CH2:13][CH2:14][N+:17]1[CH:16]=[CH:23][C:19]([CH3:18])=[CH:20][CH:21]=1)[S:11][CH2:10][CH2:9][N+:1]1[CH:6]=[CH:5][C:4]([CH3:7])=[CH:3][CH:2]=1 |f:4.5.6|. Procedure details: 67 g of 4-picoline were diluted in 100 ml of acetonitrile and the mixture was brought to 80° C. A mixture of 60 g of 1-bromo-2-[(2-bromoethyl)disulphanyl]ethane and 15 ml of N-methylpyrrolidone (NMP) was added over 5 min. After stirring for 4 h at 85° C., the mixture was cooled. The solid obtained was filtered, rinsed with 3×200 ml of acetonitrile then dissolved in 800 ml of isopropanol (under reflux). After cooling, 1 l of ethyl ether was added. The precipitate formed was filtered, rinsed with ... Yields the product COC(N[C@@H]1CN(CC[C@@H]1C)CC1=CC=CC=C1)=O (Cis-(1-Benzyl-4-methyl-piperidin-3-yl)-carbamic acid methyl ester). Procedure details: The reductive amination of cis-(4-methyl-piperidin-3-yl)-carbamic acid methyl ester was carried out by charging 3.9 grams (1 equiv., 22.6 mmol) to 2.07 ml benzaldehyde (0.9 equiv., 20.4 mmol), 9.6 grams sodium triacetoxyborohydride (2 equivs., 45.3 mmol) and 39 ml methylene chloride (10 volumes). The reaction was stirred at 20° C. and was allowed to exotherm to 30°-35° C. The reaction was complete by GCMS within 30 minutes. The reaction was quenched with 78 ml saturated sodium bicarbonate (20 vo... Solvent: C(Cl)Cl (methylene chloride). Starting materials: COC(N[C@@H]1CNCC[C@@H]1C)=O (cis-(4-methyl-piperidin-3-yl)-carbamic acid methyl ester), C(C1=CC=CC=C1)=O (benzaldehyde), C(C)(=O)O[BH-](OC(C)=O)OC(C)=O.[Na+] (sodium triacetoxyborohydride). RXN SMILES: [CH3:1][O:2][C:3](=[O:12])[NH:4][C@H:5]1[C@@H:10]([CH3:11])[CH2:9][CH2:8][NH:7][CH2:6]1.[CH:13](=O)[C:14]1[CH:19]=[CH:18][CH:17]=[CH:16][CH:15]=1.C(O[BH-](OC(=O)C)OC(=O)C)(=O)C.[Na+]>C(Cl)Cl>[CH3:1][O:2][C:3](=[O:12])[NH:4][C@H:5]1[C@@H:10]([CH3:11])[CH2:9][CH2:8][N:7]([CH2:13][C:14]2[CH:19]=[CH:18][CH:17]=[CH:16][CH:15]=2)[CH2:6]1 |f:2.3|. The yield is 70.0%. Reaction conditions: temperature 20 celsius, time 30 minute. Starting materials: CC(C)(CO)CCCCCCC(O)CCCCCCC(C)(C)CO, CC(=O)O, [O-]Cl, [Na+]. Yields the product CC(C)(CO)CCCCCCC(=O)CCCCCCC(C)(C)CO. Reaction SMILES: [CH3:1][C:2]([CH2:3][OH:4])([CH2:5][CH2:6][CH2:7][CH2:8][CH2:9][CH2:10][CH:11]([CH2:12][CH2:13][CH2:14][CH2:15][CH2:16][CH2:17][C:18]([CH2:19][OH:20])([CH3:21])[CH3:22])[OH:23])[CH3:24].[CH3:28][C:29](=[O:30])[OH:31].[Cl:25][O-:26].[Na+:27]>>[CH3:1][C:2]([CH2:3][OH:4])([CH2:5][CH2:6][CH2:7][CH2:8][CH2:9][CH2:10][C:11]([CH2:12][CH2:13][CH2:14][CH2:15][CH2:16][CH2:17][C:18]([CH2:19][OH:20])([CH3:21])[CH3:22])=[O:23])[CH3:24]. The reactants are BrC1=C(C=CC=C1)C1=C(N=C(C(=N1)N=CN(C)C)C#N)C1=NN(C(C=C1)=O)C(C)C (N′-[6-(2-bromophenyl)-3-cyano-5-(1-isopropyl-6-oxo-1,6-dihydro-3-pyridazinyl)-2-pyrazinyl]-N,N-dimethylimidoformamide), [OH-].[Na+] (NaOH). Solvent: O (water), Cl (hydrogen chloride), O1CCOCC1 (dioxane), O (water). Reaction conditions: temperature 22.5 celsius, time 18 hour. The product is NC=1C(=NC(=C(N1)C1=C(C=CC=C1)Br)C1=NN(C(C=C1)=O)C(C)C)C#N (3-amino-5-(2-bromophenyl)-6-(1-isopropyl-6-oxo-1,6-dihydro-3-pyridazinyl)-2-pyrazinecarbonitrile). Yield: 64.9%. Reaction SMILES: [Br:1][C:2]1[CH:7]=[CH:6][CH:5]=[CH:4][C:3]=1[C:8]1[N:13]=[C:12]([N:14]=CN(C)C)[C:11]([C:19]#[N:20])=[N:10][C:9]=1[C:21]1[CH:26]=[CH:25][C:24](=[O:27])[N:23]([CH:28]([CH3:30])[CH3:29])[N:22]=1.[OH-].[Na+]>O.Cl.O1CCOCC1>[NH2:14][C:12]1[C:11]([C:19]#[N:20])=[N:10][C:9]([C:21]2[CH:26]=[CH:25][C:24](=[O:27])[N:23]([CH:28]([CH3:30])[CH3:29])[N:22]=2)=[C:8]([C:3]2[CH:4]=[CH:5][CH:6]=[CH:7][C:2]=2[Br:1])[N:13]=1 |f:1.2|. Procedure: A solution of N′-[6-(2-bromophenyl)-3-cyano-5-(1-isopropyl-6-oxo-1,6-dihydro-3-pyridazinyl)-2-pyrazinyl]-N,N-dimethylimidoformamide (285 mg) in a mixture of water (2 ml) and 4N hydrogen chloride in dioxane (6 ml) was stirred at 20-25° C. for 18 hours. After addition of water (18 ml), the mixture was neutralized with 1N aq. NaOH to give a solid. The solid was collected by filtration and purified by column chromatography on silica gel eluting with a mixture of n-hexane and EtOAc (50:50 v/v) to giv...